This data is from the Open Reaction Database (ORD), a public repository of structured organic reaction records. The task is: describe an organic reaction: reactants, conditions, products, and yield Starting materials: CCO, CC(C)OC(C)C, O=c1[nH]c(=O)n(CCCCN2CCN(c3ccccc3[N+](=O)[O-])CC2)c2ccccc12, Cl[Sn]Cl. Product: Nc1ccccc1N1CCN(CCCCn2c(=O)[nH]c(=O)c3ccccc32)CC1. Reaction SMILES: [CH3:42][CH2:43][OH:44].[CH:35]([O:36][CH:37]([CH3:38])[CH3:39])([CH3:40])[CH3:41].[N+:1]([O-:2])(=[O:3])[c:4]1[c:5]([N:10]2[CH2:11][CH2:12][N:13]([CH2:16][CH2:17][CH2:18][CH2:19][n:20]3[c:21](=[O:31])[nH:22][c:23](=[O:30])[c:24]4[cH:25][cH:26][cH:27][cH:28][c:29]34)[CH2:14][CH2:15]2)[cH:6][cH:7][cH:8][cH:9]1.[Sn:32]([Cl:33])[Cl:34]>>[NH2:1][c:4]1[c:5]([N:10]2[CH2:11][CH2:12][N:13]([CH2:16][CH2:17][CH2:18][CH2:19][n:20]3[c:21](=[O:31])[nH:22][c:23](=[O:30])[c:24]4[cH:25][cH:26][cH:27][cH:28][c:29]34)[CH2:14][CH2:15]2)[cH:6][cH:7][cH:8][cH:9]1.